Dataset: the Open Reaction Database (ORD), a public repository of structured organic reaction records. Task: describe an organic reaction: reactants, conditions, products, and yield Starting materials: FC1=C(C=CC(=C1)F)[C@]([C@@H](C)N1C(N(CC1)C1=CC=C(C=C1)N1N=NC=C1)=O)(CN1N=CN=C1)O (1-[(1R,2R)-2-(2,4-difluorophenyl)-2-hydroxy-1-methyl-3-(1H-1,2,4-triazol-1-yl)propyl]-3-[4-(1H-1,2,3-triazol-1-yl)phenyl]-2-imidazolidinone), C(C(C)(C)C)(=O)OCCl (chloromethyl pivalate). The solvent is C(C)OCC (diethyl ether). Reaction conditions: temperature 100 celsius, time 24 hour. Product: [Cl-].FC1=C(C=CC(=C1)F)[C@@](C[NH+]1N=CN(C1)COC(C(C)(C)C)=O)([C@@H](C)N1C(N(CC1)C1=CC=C(C=C1)N1N=NC=C1)=O)O (1-[(2R,3R)-2-(2,4-difluorophenyl)-2-hydroxy-3-[2-oxo-3-[4-(1H-1,2,3-triazol-1-yl)phenyl]-1-imidazolidinyl]butyl]-4-[(2,2-dimethylpropanoyloxy)methyl]-1H-1,2,4-triazolium chloride). Isolated yield 30.4%. Reaction SMILES: [F:1][C:2]1[CH:7]=[C:6]([F:8])[CH:5]=[CH:4][C:3]=1[C@@:9]([OH:35])([CH2:29][N:30]1[CH:34]=[N:33][CH:32]=[N:31]1)[C@H:10]([N:12]1[CH2:16][CH2:15][N:14]([C:17]2[CH:22]=[CH:21][C:20]([N:23]3[CH:27]=[CH:26][N:25]=[N:24]3)=[CH:19][CH:18]=2)[C:13]1=[O:28])[CH3:11].[C:36]([O:42][CH2:43][Cl:44])(=[O:41])[C:37]([CH3:40])([CH3:39])[CH3:38]>C(OCC)C>[Cl-:44].[F:1][C:2]1[CH:7]=[C:6]([F:8])[CH:5]=[CH:4][C:3]=1[C@:9]([OH:35])([C@H:10]([N:12]1[CH2:16][CH2:15][N:14]([C:17]2[CH:18]=[CH:19][C:20]([N:23]3[CH:27]=[CH:26][N:25]=[N:24]3)=[CH:21][CH:22]=2)[C:13]1=[O:28])[CH3:11])[CH2:29][NH+:30]1[CH2:34][N:33]([CH2:43][O:42][C:36](=[O:41])[C:37]([CH3:40])([CH3:39])[CH3:38])[CH:32]=[N:31]1 |f:3.4|. Procedure details: A mixture of 1-[(1R,2R)-2-(2,4-difluorophenyl)-2-hydroxy-1-methyl-3-(1H-1,2,4-triazol-1-yl)propyl]-3-[4-(1H-1,2,3-triazol-1-yl)phenyl]-2-imidazolidinone (0.25 g) and chloromethyl pivalate (3.0 g) was stirred for 24 hours at 100° C. After having been cooled, the mixture was diluted with diethyl ether(5 ml), and the resulting powder was collected by filtration. The powder was purified by octadecyl silica (hereinafter briefly referred to as ODS) column chromatography (eluent: methanol/water=3/2) to... Starting materials: solution, [F-].C(CCC)[N+](CCCC)(CCCC)CCCC (tetrabutylammonium fluoride), [Si](C1=CC=CC=C1)(C1=CC=CC=C1)(C(C)(C)C)O[C@H]1C[C@H](CCC1)CCC(C(=O)OC(C)(C)C)(C)C (tert-butyl 4-[cis-3-(tert-butyl-diphenylsilanyloxy)cyclohexyl]-2,2-dimethylbutyrate). Solvent: O1CCCC1 (tetrahydrofuran), O1CCCC1 (tetrahydrofuran). Run at temperature 60 celsius, time 2 hour. Product: O[C@H]1C[C@H](CCC1)CCC(C(=O)OC(C)(C)C)(C)C (tert-Butyl 4-(cis-3-hydroxycyclohexyl)-2,2-dimethylbutyrate). As a reaction SMILES: [Si]([O:18][C@@H:19]1[CH2:24][CH2:23][CH2:22][C@H:21]([CH2:25][CH2:26][C:27]([CH3:36])([CH3:35])[C:28]([O:30][C:31]([CH3:34])([CH3:33])[CH3:32])=[O:29])[CH2:20]1)(C(C)(C)C)(C1C=CC=CC=1)C1C=CC=CC=1.[F-].C([N+](CCCC)(CCCC)CCCC)CCC>O1CCCC1>[OH:18][C@@H:19]1[CH2:24][CH2:23][CH2:22][C@H:21]([CH2:25][CH2:26][C:27]([CH3:36])([CH3:35])[C:28]([O:30][C:31]([CH3:34])([CH3:33])[CH3:32])=[O:29])[CH2:20]1 |f:1.2|. Procedure: 2 g of tert-butyl 4-[cis-3-(tert-butyl-diphenylsilanyloxy)cyclohexyl]-2,2-dimethylbutyrate are dissolved in 10 ml of tetrahydrofuran, and 8 ml of a 1 M solution of tetrabutylammonium fluoride and tetrahydrofuran are added. The mixture is stirred at 60° C. for 2 hours. The reaction mixture is concentrated under reduced pressure and purified on silica gel using the mobile phase n-heptane:ethyl acetate=20:1=>1:1. This gives 730 mg of tert-butyl 4-[cis-3-hydroxycyclohexyl)-2,2-dimethylbutyrate as an... Reactants: O=C([O-])[O-], CCO, ClCc1ccccc1, [K+], [K+], O=C(O)C(O)Cc1ccc(O)cc1. Yields the product O=C(O)C(O)Cc1ccc(OCc2ccccc2)cc1. Reaction SMILES: [C:14](=[O:15])([O-:16])[O-:17].[CH3:28][CH2:29][OH:30].[Cl:20][CH2:21][c:22]1[cH:23][cH:24][cH:25][cH:26][cH:27]1.[K+:18].[K+:19].[OH:1][CH:2]([C:3](=[O:4])[OH:5])[CH2:6][c:7]1[cH:8][cH:9][c:10]([OH:13])[cH:11][cH:12]1>>[OH:1][CH:2]([C:3](=[O:4])[OH:5])[CH2:6][c:7]1[cH:8][cH:9][c:10]([O:13][CH2:21][c:22]2[cH:23][cH:24][cH:25][cH:26][cH:27]2)[cH:11][cH:12]1. Starting materials: C(C)OC(CCCNC)OCC (4,4-diethoxy-N-methylbutan-1-amine), Cl.O1CCOCC1 (dioxane-HCl), C(C)OC(CCCNC)OCC (4,4-diethoxy-N-methylbutan-1-amine), Cl (HCl), FC1=CC=C(CCN(N)C2=CC=C(C=C2)Cl)C=C1 (1-(4-fluorophenethyl)-1-(4-chlorophenyl)hydrazine), hydrochloride salt, Cl (HCl). Run at temperature 60 celsius, time 40 minute. As a reaction SMILES: [F:1][C:2]1[CH:18]=[CH:17][C:5]([CH2:6][CH2:7][N:8]([C:10]2[CH:15]=[CH:14][C:13]([Cl:16])=[CH:12][CH:11]=2)N)=[CH:4][CH:3]=1.Cl.O1CCOCC1.C(O[CH:29](OCC)[CH2:30][CH2:31][CH2:32][NH:33][CH3:34])C.Cl>C(OCC)(=O)C.C(O)C.O>[F:1][C:2]1[CH:18]=[CH:17][C:5]([CH2:6][CH2:7][N:8]2[C:10]3[C:15](=[CH:14][C:13]([Cl:16])=[CH:12][CH:11]=3)[C:30]([CH2:31][CH2:32][NH:33][CH3:34])=[CH:29]2)=[CH:4][CH:3]=1 |f:1.2,6.7|. Run in C(C)O.O (ethanol water), C(C)(=O)OCC (ethyl acetate). Reported procedure: The title compound was prepared by General Method 3. 1-(4-fluorophenethyl)-1-(4-chlorophenyl)hydrazine (500 mg) was converted into its hydrochloride salt by dissolving in ethyl acetate and treatment of dioxane-HCl. The salt was dissolved in ethanol/water (1/1; 4 mL)) and was heated to 60° C. 4,4-diethoxy-N-methylbutan-1-amine (0.35 g) was added and the temperature was raised to 70-80° C. 28% aqueous HCl (0.24 mL) was added and the heating was continued for 40 min. Additional amount of 4,4-dietho... Product: FC1=CC=C(CCN2C=C(C3=CC(=CC=C23)Cl)CCNC)C=C1 (2-(1-(4-fluorophenethyl)-5-chloro-1H-indol-3-yl)-N-methylethanamine), product. The reactants are C1CCC(CC1)N=C=NC2CCCCC2 (DCC), C1=CC=CC2=NC3=CC=CC=C3C(=C12)NC=1C=C(C=C(C1)CO)NC(C(C)N)=O (N-[3-(acridine-9-yl-amino)-5-hydroxymethyl-phenyl]-2-aminopropaneamide), C(C)C1=C(C(=O)O)C=C(C(=N1)OC)NC(=O)N1CCN(CC1)C1=CC=CC=C1 (2-ethyl-6-methoxy-5-[(4-phenylpiperazine-1-carbonyl)amino]nicotinic acid). Reagents/catalysts: CN(C)C=1C=CN=CC1 (DMAP). Solvent: N1=CC=CC=C1 (pyridine). Conditions: time 24 hour. Product: C1=CC=CC2=NC3=CC=CC=C3C(=C12)NC=1C=C(C=C(C1)CO)NC(=O)C(C)NC(=O)C=1C=C(C(=NC1C)OC)NC(=O)N1CCN(CC1)C1=CC=CC=C1 (4-phenylpiperazine-1-carboxylic acid (5-{1-[3-(acridine-9-yl-amino)-5-hydroxymethylphenylcarbamoyl]-ethylcarbamoyl}-6-methyl-2-methoxypyridine-3-yl)amide). Isolated yield 68.2%. Reaction SMILES: [CH2:1]([C:3]1[N:11]=[C:10]([O:12][CH3:13])[C:9]([NH:14][C:15]([N:17]2[CH2:22][CH2:21][N:20]([C:23]3[CH:28]=[CH:27][CH:26]=[CH:25][CH:24]=3)[CH2:19][CH2:18]2)=[O:16])=[CH:8][C:4]=1[C:5](O)=[O:6])C.C1CCC(N=C=NC2CCCCC2)CC1.[CH:44]1[C:57]2[C:48](=[N:49][C:50]3[C:55]([C:56]=2[NH:58][C:59]2[CH:60]=[C:61]([NH:67][C:68](=[O:72])[CH:69]([NH2:71])[CH3:70])[CH:62]=[C:63]([CH2:65][OH:66])[CH:64]=2)=[CH:54][CH:53]=[CH:52][CH:51]=3)[CH:47]=[CH:46][CH:45]=1>N1C=CC=CC=1.CN(C1C=CN=CC=1)C>[CH:54]1[C:55]2[C:50](=[N:49][C:48]3[C:57]([C:56]=2[NH:58][C:59]2[CH:60]=[C:61]([NH:67][C:68]([CH:69]([NH:71][C:5]([C:4]4[CH:8]=[C:9]([NH:14][C:15]([N:17]5[CH2:22][CH2:21][N:20]([C:23]6[CH:28]=[CH:27][CH:26]=[CH:25][CH:24]=6)[CH2:19][CH2:18]5)=[O:16])[C:10]([O:12][CH3:13])=[N:11][C:3]=4[CH3:1])=[O:6])[CH3:70])=[O:72])[CH:62]=[C:63]([CH2:65][OH:66])[CH:64]=2)=[CH:44][CH:45]=[CH:46][CH:47]=3)[CH:51]=[CH:52][CH:53]=1. Reported procedure: 2-ethyl-6-methoxy-5-[(4-phenylpiperazine-1-carbonyl)amino]nicotinic acid(0.5 g, 1.24 mmole) was dissolved in pyridine(30 mL) and thereto DCC(0.26 g, 1.24 nmole), DMAP(0.15 g, 1.24 mmole) and N-[3-(acridine-9-yl-amino)-5-hydroxymethyl-phenyl]-2-aminopropaneamide were added. After stirring the resulting mixture for 24 hours at the room temperature. The resulting product was purified by column chromatography to give the titled compound. The reactants are NC1=CC(=C(C=C1[N+](=O)[O-])[N+](=O)[O-])N(CC)CC (1-amino-3-diethylamino-4,6-dinitrobenzene), COC1=C(C(=O)Cl)C=CC=C1 (2-methoxybenzoyl chloride), O (water). The solvent is N1=CC=CC=C1 (pyridine). Product: C(C)N(C=1C(=CC(=C(C1)NC(C1=C(C=CC=C1)OC)=O)[N+](=O)[O-])[N+](=O)[O-])CC (5-(diethylamino)-2,4-dinitro-1-(2-methoxybenzoyl)aminobenzene). The yield is 80.1%. RXN SMILES: [NH2:1][C:2]1[C:7]([N+:8]([O-:10])=[O:9])=[CH:6][C:5]([N+:11]([O-:13])=[O:12])=[C:4]([N:14]([CH2:17][CH3:18])[CH2:15][CH3:16])[CH:3]=1.[CH3:19][O:20][C:21]1[CH:29]=[CH:28][CH:27]=[CH:26][C:22]=1[C:23](Cl)=[O:24].O>N1C=CC=CC=1>[CH2:15]([N:14]([CH2:17][CH3:18])[C:4]1[C:5]([N+:11]([O-:13])=[O:12])=[CH:6][C:7]([N+:8]([O-:10])=[O:9])=[C:2]([NH:1][C:23](=[O:24])[C:22]2[CH:26]=[CH:27][CH:28]=[CH:29][C:21]=2[O:20][CH3:19])[CH:3]=1)[CH3:16]. Procedure: To a solution of 1-amino-3-diethylamino-4,6-dinitrobenzene (508 mg, 2.0 mmol) in 5 mL of pyridine, 2-methoxybenzoyl chloride (680 mg, 4.0 mmol) was added. After refluxing for 5 h, 50 mL of water was added to the reaction mixture, and the precipitate was collected by filtration and washed with 200 mL of water. Recrystallization from dichloromethane and methanol gave the desired product (622 mg, 80% yield) as a yellow solid: 1H-NMR (300 MHz, CDCl3) δ 1.29 (t, 6H, J=7.2 Hz), 3.39 (q, 4H, J=7.2 Hz),... Starting materials: O (water), C[O-].[Na+] (sodium methoxide), ClC1=CC=C(C=C1)O (p-chlorophenol), BrC(C(=O)OC)C1=CC=C(C=C1)OC1=CC=C(C2=CC=CC=C12)Cl (methyl α-bromo-α-[p-(4-chloro-1-naphthyloxy)phenyl]acetate). The reagents and catalysts are [I-].[K+] (potassium iodide). Solvent: CO (methanol), C1=CC=CC=C1 (benzene). The product is ClC1=CC=C(OC(C(=O)OC)C2=CC=C(C=C2)OC2=CC=C(C3=CC=CC=C23)Cl)C=C1 (Methyl α-(p-chlorophenoxy)-α-[p-(4-chloro-1-naphthyloxy)phenyl]acetate). Isolated yield 73.8%. Reaction SMILES: C[O-].[Na+].[Cl:4][C:5]1[CH:10]=[CH:9][C:8]([OH:11])=[CH:7][CH:6]=1.Br[CH:13]([C:18]1[CH:23]=[CH:22][C:21]([O:24][C:25]2[C:34]3[C:29](=[CH:30][CH:31]=[CH:32][CH:33]=3)[C:28]([Cl:35])=[CH:27][CH:26]=2)=[CH:20][CH:19]=1)[C:14]([O:16][CH3:17])=[O:15].O>CO.C1C=CC=CC=1.[I-].[K+]>[Cl:4][C:5]1[CH:10]=[CH:9][C:8]([O:11][CH:13]([C:18]2[CH:23]=[CH:22][C:21]([O:24][C:25]3[C:34]4[C:29](=[CH:30][CH:31]=[CH:32][CH:33]=4)[C:28]([Cl:35])=[CH:27][CH:26]=3)=[CH:20][CH:19]=2)[C:14]([O:16][CH3:17])=[O:15])=[CH:7][CH:6]=1 |f:0.1,7.8|. Procedure: To a solution of 1.19 g of sodium methoxide, 3.21 g of p-chlorophenol and 50 mg of potassium iodide in 40 ml of methanol was added 8.12 g of methyl α-bromo-α-[p-(4-chloro-1-naphthyloxy)phenyl]acetate in 10 ml of benzene. The mixture was refluxed overnight, cooled to room temperature, and then poured into 100 ml of water. The mixture was extracted with 2 × 75 ml of ether. The combined extracts were washed with 2 × 50 ml of 5% NaOH, 2 × 50 ml of water, 50 ml saturated brine, and dried (MgSO4). Eva... Reactants: CC(NC1CCOC1=O)C(=O)OC(C)(C)C, CCOC(C)=O, Cl. Yields the product Cl, CC(NC1CCOC1=O)C(=O)O. Reaction SMILES: [C:1]([CH3:2])([CH3:3])([CH3:4])[O:5][C:6]([CH:7]([NH:8][CH:9]1[C:10](=[O:14])[O:11][CH2:12][CH2:13]1)[CH3:15])=[O:16].[CH3:18][CH2:19][O:20][C:21](=[O:22])[CH3:23].[ClH:17]>>[ClH:17].[O:5]=[C:6]([CH:7]([NH:8][CH:9]1[C:10](=[O:14])[O:11][CH2:12][CH2:13]1)[CH3:15])[OH:16]. The reactants are BrC1=NN(C(=C1[N+](=O)[O-])Br)CCO (3,5-dibromo-1-(2'-hydroxyethyl)-4-nitropyrazole), C(O)CN (ethanolamine), O (water). Solvent: C(C)O (ethanol). Product: BrC1=NN(C(=C1[N+](=O)[O-])NCCO)CCO (3-bromo-1-(2'-hydroxyethyl)-5-(2'-hydroxyethyl)amino-4-nitropyrazole). Yield: 73.4%. RXN SMILES: [Br:1][C:2]1[C:6]([N+:7]([O-:9])=[O:8])=[C:5](Br)[N:4]([CH2:11][CH2:12][OH:13])[N:3]=1.[CH2:14]([CH2:16][NH2:17])[OH:15].O>C(O)C>[Br:1][C:2]1[C:6]([N+:7]([O-:9])=[O:8])=[C:5]([NH:17][CH2:16][CH2:14][OH:15])[N:4]([CH2:11][CH2:12][OH:13])[N:3]=1. Procedure: 1.5 g (4.8 mmoles) of 3,5-dibromo-1-(2'-hydroxyethyl)-4-nitropyrazole are heated in a solution of 0.58 g (9.6 mmoles) ethanolamine in 30 ml ethanol for 15 hours at 80° C. After cooling, 50 ml of water are added to the reaction mixture which is then extracted three times with 70 ml of acetic acid ethyl ester. 200 ml n-hexane are added to the purified extraction solutions and the solvent mixture is vacuum distilled to a third of its original amount. Once again, n-hexane is added until the solution... Starting materials: CCO, Cl, NCC1CC=C(F)CC1, CC(=O)Nc1ccc(F)c([N+](=O)[O-])c1. The product is CC(=O)Nc1ccc(NCC2CC=C(F)CC2)c([N+](=O)[O-])c1. RXN SMILES: [CH3:25][CH2:26][OH:27].[ClH:15].[F:16][C:17]1=[CH:18][CH2:19][CH:20]([CH2:23][NH2:24])[CH2:21][CH2:22]1.[F:1][c:2]1[c:3]([N+:12](=[O:13])[O-:14])[cH:4][c:5]([NH:8][C:9]([CH3:10])=[O:11])[cH:6][cH:7]1>>[c:2]1([NH:24][CH2:23][CH:20]2[CH2:19][CH:18]=[C:17]([F:16])[CH2:22][CH2:21]2)[c:3]([N+:12](=[O:13])[O-:14])[cH:4][c:5]([NH:8][C:9]([CH3:10])=[O:11])[cH:6][cH:7]1.